From a dataset of the Open Reaction Database (ORD), a public repository of structured organic reaction records. describe an organic reaction: reactants, conditions, products, and yield Starting materials: C1CCOC1, CC(C)c1nc(C(C)(C)c2cccc([N+](=O)[O-])c2)c[nH]1, [H-], CI, [Na+]. Yields the product CC(C)c1ncc(C(C)(C)c2cccc([N+](=O)[O-])c2)n1C. As a reaction SMILES: [CH2:25]1[O:26][CH2:27][CH2:28][CH2:29]1.[CH:3]([CH3:4])([CH3:5])[c:6]1[nH:7][cH:8][c:9]([C:11]([CH3:12])([c:13]2[cH:14][c:15]([N+:19](=[O:20])[O-:21])[cH:16][cH:17][cH:18]2)[CH3:22])[n:10]1.[H-:1].[I:23][CH3:24].[Na+:2]>>[CH:3]([CH3:4])([CH3:5])[c:6]1[n:7][cH:8][c:9]([C:11]([CH3:12])([c:13]2[cH:14][c:15]([N+:19](=[O:20])[O-:21])[cH:16][cH:17][cH:18]2)[CH3:22])[n:10]1[CH3:24]. The reactants are COC(=O)NCCCCC(=O)O (5-[(methoxycarbonyl)amino]pentanoic acid), FC=1C=C(C=CC1C=1C=NC(=CC1)C1=NO[C@@H](C1)CO)N1C(O[C@H](C1)CN1N=NC=C1)=O ((5R)-3-(3-Fluoro-4-{6-[(5S)-5-(hydroxymethyl)-4,5-dihydroisoxazol-3-yl]pyridin-3-yl}phenyl)-5-(1H-1,2,3-triazol-1-ylmethyl)-1,3-oxazolidin-2-one), Cl.CN(CCCN=C=NCC)C (1-[3-(dimethylamino)propyl]-3-ethylcarbodiimide hydrochloride). The reagents and catalysts are CN(C1=CC=NC=C1)C (4-dimethylaminopyridine). Run in CN(C)C=O (DMF), C(C)(=O)OCC (ethyl acetate). Conditions: time 1 hour. Yields the product COC(=O)NCCCCC(=O)OC[C@@H]1CC(=NO1)C1=NC=C(C=C1)C1=C(C=C(C=C1)N1C(O[C@H](C1)CN1N=NC=C1)=O)F ([(5S)-3-(5-{2-Fluoro-4-[(5R)-2-oxo-5-(1H-1,2,3-triazol-1-ylmethyl)-1,3-oxazolidin-3-yl]phenyl}pyridin-2-yl)-4,5-dihydroisoxazol-5-yl]methyl 5-[(methoxycarbonyl)amino]pentanoate). Reaction SMILES: [CH3:1][O:2][C:3]([NH:5][CH2:6][CH2:7][CH2:8][CH2:9][C:10]([OH:12])=[O:11])=[O:4].[F:13][C:14]1[CH:15]=[C:16]([N:33]2[CH2:37][C@H:36]([CH2:38][N:39]3[CH:43]=[CH:42][N:41]=[N:40]3)[O:35][C:34]2=[O:44])[CH:17]=[CH:18][C:19]=1[C:20]1[CH:21]=[N:22][C:23]([C:26]2[CH2:30][C@@H:29]([CH2:31]O)[O:28][N:27]=2)=[CH:24][CH:25]=1.Cl.CN(C)CCCN=C=NCC>CN(C)C1C=CN=CC=1.CN(C=O)C.C(OCC)(=O)C>[CH3:1][O:2][C:3]([NH:5][CH2:6][CH2:7][CH2:8][CH2:9][C:10]([O:12][CH2:31][C@H:29]1[O:28][N:27]=[C:26]([C:23]2[CH:24]=[CH:25][C:20]([C:19]3[CH:18]=[CH:17][C:16]([N:33]4[CH2:37][C@H:36]([CH2:38][N:39]5[CH:43]=[CH:42][N:41]=[N:40]5)[O:35][C:34]4=[O:44])=[CH:15][C:14]=3[F:13])=[CH:21][N:22]=2)[CH2:30]1)=[O:11])=[O:4] |f:2.3|. Procedure: The methyl carbamate prepared as above (0.25 g, 1.43 mmol), (5R)-3-(3-fluoro-4-{6-[(5S) -5-(hydroxymethyl)-4,5-dihydroisoxazol-3-yl]pyridin-3-yl}phenyl)-5-(1H-1,2,3-triazol-1-ylmethyl)-1,3-oxazolidin-2-one (Example 1, 0.25 g, 0.57 mmol), 4-dimethylaminopyridine (0.02 g, 0.16 mmol), and 1-[3-(dimethylamino)propyl]-3-ethylcarbodiimide hydrochloride (0.25 g, 1.30 mmol) were combined in DMF (4 ml). The suspension was allowed to stir for one hour at room temperature resulting in a clear solution. The... The reactants are C(=O)C=C (acrolein), C(C)(C)C(=O)CC (ethyl isopropyl ketone), C1(=CC=C(C=C1)S(=O)(=O)O)C (p-toluenesulfonic acid). The solvent is O (water). Conditions: time 3 hour. Yields the product C(=O)C=C (acrolein), C(C)(C)C(=O)CC (ethyl isopropyl ketone), CC=1C(C(CCC1)(C)C)=O (2,6,6-trimethyl-cyclohex-2-en-1-one), residue. RXN SMILES: [CH:1]([CH:3]=[CH2:4])=[O:2].[CH:5]([C:8]([CH2:10][CH3:11])=[O:9])([CH3:7])[CH3:6].[C:12]1([CH3:22])[CH:17]=C[C:15](S(O)(=O)=O)=[CH:14][CH:13]=1>O>[CH:1]([CH:3]=[CH2:4])=[O:2].[CH:5]([C:8]([CH2:10][CH3:11])=[O:9])([CH3:7])[CH3:6].[CH3:4][C:3]1[C:1](=[O:2])[C:12]([CH3:22])([CH3:17])[CH2:13][CH2:14][CH:15]=1. Reported procedure: 30 g of acrolein (boiling point about 105° C) are added dropwise in the course of 60 minutes to 150 g of ethyl isopropyl ketone and 2 g of p-toluenesulfonic acid, under reflux. The water formed is removed. After 3 hours, the unconverted starting materials are distilled off through a short column under atmospheric pressure at from 40° to 112° C. The reaction mixture ist then kept for 1 hour at an internal temperature of 200° C and is thereafter distilled under reduced pressure. 7 g of water, 3 g ... Reactants: BrC1=C(C=CC(=C1)S(=O)(=O)CC)F (2-bromo-4-(ethylsulfonyl)-1-fluorobenzene), C1(CC1)CN (cyclopropylmethanamine). The solvent is O1CCOCC1 (dioxane). Yields the product BrC1=C(NCC2CC2)C=CC(=C1)S(=O)(=O)CC (2-bromo-N-(cyclopropylmethyl)-4-(ethylsulfonyl)aniline). Yield: 99.0%. Reaction SMILES: [Br:1][C:2]1[CH:7]=[C:6]([S:8]([CH2:11][CH3:12])(=[O:10])=[O:9])[CH:5]=[CH:4][C:3]=1F.[CH:14]1([CH2:17][NH2:18])[CH2:16][CH2:15]1>O1CCOCC1>[Br:1][C:2]1[CH:7]=[C:6]([S:8]([CH2:11][CH3:12])(=[O:10])=[O:9])[CH:5]=[CH:4][C:3]=1[NH:18][CH2:17][CH:14]1[CH2:16][CH2:15]1. Procedure: A mixture of Example 84b (0.534 g, 2.00 mmol) and cyclopropylmethanamine (0.427 g, 6.00 mmol) in dioxane (5 mL) was heated at 100° C. for overnight. The reaction mixture was cooled to ambient temperature and filtered to remove the solid. The filtrate was concentrated. The residue was purified by flash chromatography (silica gel, 40% ethyl acetate in hexanes) to afford the title compound (0.63 g, 99%).